This data is from the Open Reaction Database (ORD), a public repository of structured organic reaction records. The task is: describe an organic reaction: reactants, conditions, products, and yield Reactants: 1,4-dichloro-2,3-butyne, COC=1[C@H](N=C(CN1)OC)C(C)C ((2R)-(-)-2,5-Dihydro-3,6-dimethoxy-2-isopropylpyrazine), solution, [Li]CCCC (BuLi), COC=1C(N=C(CN1)OC)C(C)C (2,5-dihydro-3,6-dimethoxy-2-isopropylpyrazine). Solvent: C1CCOC1 (THF). Reaction conditions: temperature -78 celsius, time 8 hour. The product is COC=1[C@H](N=C([C@@H](N1)CC#CC[C@@H]1N=C([C@H](N=C1OC)C(C)C)OC)OC)C(C)C (1,4-Bis((2R,5S)-2,5-dihydro-3,6-dimethoxy-2-isopropyl-5-pyrazinyl)-but-2-yne). The yield is 77.0%. Reaction SMILES: [CH3:1][O:2][C:3]1[C@@H:4]([CH:11]([CH3:13])[CH3:12])[N:5]=[C:6]([O:9][CH3:10])[CH2:7][N:8]=1.[Li][CH2:15][CH2:16][CH2:17][CH3:18].[CH3:19][O:20][C:21]1[CH:22]([CH:29]([CH3:31])[CH3:30])[N:23]=[C:24]([O:27][CH3:28])[CH2:25][N:26]=1>C1COCC1>[CH3:1][O:2][C:3]1[C@@H:4]([CH:11]([CH3:13])[CH3:12])[N:5]=[C:6]([O:9][CH3:10])[C@H:7]([CH2:18][C:17]#[C:16][CH2:15][C@H:25]2[C:24]([O:27][CH3:28])=[N:23][C@H:22]([CH:29]([CH3:31])[CH3:30])[C:21]([O:20][CH3:19])=[N:26]2)[N:8]=1. Procedure: (2R)-(-)-2,5-Dihydro-3,6-dimethoxy-2-isopropylpyrazine 2.76 g (15mmol) was dissolved in 100 ml dry THF and cooled to -78° C., then 9.5 ml of a 1.6M solution BuLi (15 mmol) was added dropwise with stirring. After 1 hour 0.92 g (7.5 mmol) of 1,4-dichloro-2,3-butyne was introduced slowly. TLC and gas chromatography (GC) of the reaction mixture 1 hour later showed substantial amounts of unreacted 2,5-dihydro-3,6-dimethoxy-2-isopropylpyrazine and the monoalkylated product. The reaction was allowed to... Reactants: Brc1cnc(Nc2nc(CCc3ccccc3)cs2)cc1OCc1ccccc1, Cl, C1COCCO1. Product: Cl, Oc1cc(Nc2nc(CCc3ccccc3)cs2)ncc1Br. As a reaction SMILES: [CH2:1]([c:2]1[cH:3][cH:4][cH:5][cH:6][cH:7]1)[O:8][c:9]1[cH:10][c:11]([NH:16][c:17]2[s:18][cH:19][c:20]([CH2:22][CH2:23][c:24]3[cH:25][cH:26][cH:27][cH:28][cH:29]3)[n:21]2)[n:12][cH:13][c:14]1[Br:15].[ClH:30].[O:31]1[CH2:32][CH2:33][O:34][CH2:35][CH2:36]1>>[ClH:30].[OH:8][c:9]1[cH:10][c:11]([NH:16][c:17]2[s:18][cH:19][c:20]([CH2:22][CH2:23][c:24]3[cH:25][cH:26][cH:27][cH:28][cH:29]3)[n:21]2)[n:12][cH:13][c:14]1[Br:15]. The reactants are COc1ccc(Oc2ccc3[nH]ncc3c2)cc1, CN(C)C=O, N#Cc1ccc(F)cc1, [H-], [Na+], O. Yields the product COc1ccc(Oc2ccc3c(cnn3-c3ccc(C#N)cc3)c2)cc1. As a reaction SMILES: [CH3:1][O:2][c:3]1[cH:4][cH:5][c:6]([O:7][c:8]2[cH:9][c:10]3[cH:11][n:12][nH:13][c:14]3[cH:15][cH:16]2)[cH:17][cH:18]1.[CH3:30][N:31]([CH3:32])[CH:33]=[O:34].[F:21][c:22]1[cH:23][cH:24][c:25]([C:26]#[N:27])[cH:28][cH:29]1.[H-:19].[Na+:20].[OH2:35]>>[CH3:1][O:2][c:3]1[cH:4][cH:5][c:6]([O:7][c:8]2[cH:9][c:10]3[cH:11][n:12][n:13](-[c:22]4[cH:23][cH:24][c:25]([C:26]#[N:27])[cH:28][cH:29]4)[c:14]3[cH:15][cH:16]2)[cH:17][cH:18]1. Reactants: Cc1ccc(-c2ccc(C(=O)O)cc2)c(C)n1, CS(C)=O, Cl, Nc1ccc2cccnc2c1. Product: Cc1ccc(-c2ccc(C(=O)Nc3ccc4cccnc4c3)cc2)c(C)n1. As a reaction SMILES: [CH3:13][c:14]1[n:15][c:16]([CH3:29])[cH:17][cH:18][c:19]1-[c:20]1[cH:21][cH:22][c:23]([C:24](=[O:25])[OH:26])[cH:27][cH:28]1.[CH3:30][S:31]([CH3:32])=[O:33].[ClH:1].[NH2:2][c:3]1[cH:4][cH:5][c:6]2[cH:7][cH:8][cH:9][n:10][c:11]2[cH:12]1>>[NH:2]([c:3]1[cH:4][cH:5][c:6]2[cH:7][cH:8][cH:9][n:10][c:11]2[cH:12]1)[C:24]([c:23]1[cH:22][cH:21][c:20](-[c:19]2[c:14]([CH3:13])[n:15][c:16]([CH3:29])[cH:17][cH:18]2)[cH:28][cH:27]1)=[O:25]. Reactants: CC(=O)O[BH-](OC(C)=O)OC(C)=O, CC(=O)O, O=Cc1cn(CC(=O)Nc2sc3c(c2C(=O)NCCO)CCCC3)nc1C(F)(F)F, ClCCl, NCC(F)(F)F, [Na+]. The product is O=C(Cn1cc(CNCC(F)(F)F)c(C(F)(F)F)n1)Nc1sc2c(c1C(=O)NCCO)CCCC2. RXN SMILES: [C:40]([O:41][BH-:42]([O:43][C:44](=[O:45])[CH3:46])[O:47][C:48](=[O:49])[CH3:50])(=[O:51])[CH3:52].[CH3:54][C:55](=[O:56])[OH:57].[CH:1](=[O:2])[c:3]1[c:4]([C:27]([F:28])([F:29])[F:30])[n:5][n:6]([CH2:8][C:9](=[O:10])[NH:11][c:12]2[c:13]([C:21](=[O:22])[NH:23][CH2:24][CH2:25][OH:26])[c:14]3[c:15]([s:16]2)[CH2:17][CH2:18][CH2:19][CH2:20]3)[cH:7]1.[Cl:37][CH2:38][Cl:39].[F:31][C:32]([CH2:33][NH2:34])([F:35])[F:36].[Na+:53]>>[CH2:1]([c:3]1[c:4]([C:27]([F:28])([F:29])[F:30])[n:5][n:6]([CH2:8][C:9](=[O:10])[NH:11][c:12]2[c:13]([C:21](=[O:22])[NH:23][CH2:24][CH2:25][OH:26])[c:14]3[c:15]([s:16]2)[CH2:17][CH2:18][CH2:19][CH2:20]3)[cH:7]1)[NH:34][CH2:33][C:32]([F:31])([F:35])[F:36].